This data is from the Open Reaction Database (ORD), a public repository of structured organic reaction records. The task is: describe an organic reaction: reactants, conditions, products, and yield The reactants are CNCC1=C(OC2=C1C=CC=C2)C (methyl-(2-methyl-benzofuran-3-ylmethyl)amine), Cl.CN1CC(NC2=C(C1)C=C(C=N2)/C=C/C(=O)O)=O ((E)-3-(4-methyl-2-oxo-2,3,4,5-tetrahydro-1H-pyrido[2,3-e][1,4]diazepin-7-yl)acrylic acid hydrochloride), CNCC1=C(C2=CC=CC=C2C=C1)CCC (methyl-(1-propyl-naphthalen-2-ylmethyl)amine), Cl.N1(CCOCC1)CCCN1CC(NC2=C(C1)C=C(C=N2)/C=C/C(=O)O)=O ((E)-3-[4-(3-morpholin-4-yl-propyl)-2-oxo-2,3,4,5-tetrahydro-1H-pyrido[2,3-e][1,4]diazepin-7-yl]acrylic acid hydrochloride). Yields the product Cl.CN(C(\C=C\C1=CC2=C(NC(CN(C2)CCCN2CCOCC2)=O)N=C1)=O)CC1=C(OC2=C1C=CC=C2)C ((E)-N-Methyl-N-(2-methyl-benzofuran-3-ylmethyl)-3-[4-(3-morpholin-4-yl-propyl)-2-oxo-2,3,4,5-tetrahydro-1H-pyrido[2,3-e][1,4]diazepin-7-yl]acrylamide hydrochloride). Isolated yield 68.0%. RXN SMILES: [CH3:1][NH:2][CH2:3][C:4]1[C:8]2[CH:9]=[CH:10][CH:11]=[CH:12][C:7]=2[O:6][C:5]=1[CH3:13].CNCC1C=CC2C(=CC=CC=2)C=1CCC.[ClH:30].[N:31]1([CH2:37][CH2:38][CH2:39][N:40]2[CH2:46][C:45]3[CH:47]=[C:48](/[CH:51]=[CH:52]/[C:53](O)=[O:54])[CH:49]=[N:50][C:44]=3[NH:43][C:42](=[O:56])[CH2:41]2)[CH2:36][CH2:35][O:34][CH2:33][CH2:32]1.Cl.CN1CC2C=C(/C=C/C(O)=O)C=NC=2NC(=O)C1>>[ClH:30].[CH3:1][N:2]([CH2:3][C:4]1[C:8]2[CH:9]=[CH:10][CH:11]=[CH:12][C:7]=2[O:6][C:5]=1[CH3:13])[C:53](=[O:54])/[CH:52]=[CH:51]/[C:48]1[CH:49]=[N:50][C:44]2[NH:43][C:42](=[O:56])[CH2:41][N:40]([CH2:39][CH2:38][CH2:37][N:31]3[CH2:32][CH2:33][O:34][CH2:35][CH2:36]3)[CH2:46][C:45]=2[CH:47]=1 |f:2.3,4.5,6.7|. Procedure: According to the procedure of Example 1, except substituting methyl-(2-methyl-benzofuran-3-ylmethyl)amine for the methyl-(1-propyl-naphthalen-2-ylmethyl)amine, and substituting (E)-3-[4-(3-morpholin-4-yl-propyl)-2-oxo-2,3,4,5-tetrahydro-1H-pyrido[2,3-e][1,4]diazepin-7-yl]acrylic acid hydrochloride for the (E)-3-(4-methyl-2-oxo-2,3,4,5-tetrahydro-1H-pyrido[2,3-e][1,4]diazepin-7-yl)acrylic acid hydrochloride, the title compound (0.24 g, 68%) was prepared as a white powder: 1H NMR (300 MHz, DMSO-d6... Reactants: C(C)(C)(C)SCC(CC(C(=O)OC)(C)C)=O (methyl 5-t-butylthio-2,2-dimethyl-4-oxopentanoate), ClC1=CC=C(CN(N)C2=CC=C(C=C2)OCC2=NC=CC=C2)C=C1 (1-(4-chlorobenzyl)-1-[4-(pyrid-2-ylmethoxy)phenyl] hydrazine), C(C)(=O)O (acetic acid), C(C)(=O)[O-].[Na+] (sodium acetate). Solvent: O (water), C1(=CC=CC=C1)C (toluene), C(C)(=O)OCC.CCCCCC (ethyl acetate hexane). Run at time 5 day. Product: ClC1=CC=C(CN2C(=C(C3=CC(=CC=C23)OCC2=NC=CC=C2)SC(C)(C)C)CC(C(=O)OC)(C)C)C=C1 (methyl 3-[1-(4-chlorobenzyl)-3-(1,1-dimethylethylthio)-5-(pyrid-2-ylmethoxy)indol-2-yl]-2,2-dimethylpropionate). Reaction SMILES: [C:1]([S:5][CH2:6][C:7](=O)[CH2:8][C:9]([CH3:15])([CH3:14])[C:10]([O:12][CH3:13])=[O:11])([CH3:4])([CH3:3])[CH3:2].C(O)(=O)C.C([O-])(=O)C.[Na+].[Cl:26][C:27]1[CH:49]=[CH:48][C:30]([CH2:31][N:32]([C:34]2[CH:39]=[CH:38][C:37]([O:40][CH2:41][C:42]3[CH:47]=[CH:46][CH:45]=[CH:44][N:43]=3)=[CH:36][CH:35]=2)N)=[CH:29][CH:28]=1>C1(C)C=CC=CC=1.C(OCC)(=O)C.CCCCCC.O>[Cl:26][C:27]1[CH:49]=[CH:48][C:30]([CH2:31][N:32]2[C:34]3[C:39](=[CH:38][C:37]([O:40][CH2:41][C:42]4[CH:47]=[CH:46][CH:45]=[CH:44][N:43]=4)=[CH:36][CH:35]=3)[C:6]([S:5][C:1]([CH3:4])([CH3:3])[CH3:2])=[C:7]2[CH2:8][C:9]([CH3:15])([CH3:14])[C:10]([O:12][CH3:13])=[O:11])=[CH:29][CH:28]=1 |f:2.3,6.7|. Procedure details: To a solution of methyl 5-t-butylthio-2,2-dimethyl-4-oxopentanoate (33.2 g; 135 mmol), prepared as in Example 1, step 4, in 300 mL toluene and 150 mL acetic acid was added sodium acetate (12.7 g; 155 mmol) followed by 1-(4-chlorobenzyl)-1-[4-(pyrid-2-ylmethoxy)phenyl] hydrazine (48.4 g; 143 mmol), prepared as in step 4. The reaction mixture was stirred in the dark for 5 days, then was poured into water and extracted with ethyl acetate. Solid sodium bicarbonate was added to the extracts and then ... Starting materials: Brc1cnccn1, CC(c1ccc(B2OC(C)(C)C(C)(C)O2)cc1)N1CCC(CC(C)(C)O)(c2ccccc2)OC1=O. The product is CC(c1ccc(-c2cnccn2)cc1)N1CCC(CC(C)(C)O)(c2ccccc2)OC1=O. RXN SMILES: [Br:36][c:37]1[n:38][cH:39][cH:40][n:41][cH:42]1.[OH:1][C:2]([CH2:3][C:4]1([c:28]2[cH:29][cH:30][cH:31][cH:32][cH:33]2)[CH2:5][CH2:6][N:7]([CH:11]([CH3:12])[c:13]2[cH:14][cH:15][c:16]([B:19]3[O:20][C:21]([CH3:22])([CH3:23])[C:24]([CH3:25])([CH3:26])[O:27]3)[cH:17][cH:18]2)[C:8](=[O:10])[O:9]1)([CH3:34])[CH3:35]>>[OH:1][C:2]([CH2:3][C:4]1([c:28]2[cH:29][cH:30][cH:31][cH:32][cH:33]2)[CH2:5][CH2:6][N:7]([CH:11]([CH3:12])[c:13]2[cH:14][cH:15][c:16](-[c:37]3[n:38][cH:39][cH:40][n:41][cH:42]3)[cH:17][cH:18]2)[C:8](=[O:10])[O:9]1)([CH3:34])[CH3:35]. Reactants: COc1ccc(B(O)O)cc1, O=c1cnc(Br)cn1Cc1ccc(Cl)cc1. The product is COc1ccc(-c2cn(Cc3ccc(Cl)cc3)c(=O)cn2)cc1. Reaction SMILES: [CH3:17][O:18][c:19]1[cH:20][cH:21][c:22]([B:25]([OH:26])[OH:27])[cH:23][cH:24]1.[Cl:1][c:2]1[cH:3][cH:4][c:5]([CH2:6][n:7]2[c:8](=[O:14])[cH:9][n:10][c:11]([Br:13])[cH:12]2)[cH:15][cH:16]1>>[Cl:1][c:2]1[cH:3][cH:4][c:5]([CH2:6][n:7]2[c:8](=[O:14])[cH:9][n:10][c:11](-[c:22]3[cH:21][cH:20][c:19]([O:18][CH3:17])[cH:24][cH:23]3)[cH:12]2)[cH:15][cH:16]1. Reactants: C(C=C)C=1C(=C(C=CC1)C(C)=O)O (3'-allyl-2'-hydroxyacetophenone), FC=1C=C(C(=O)Cl)C=CC1F (3,4-difluorobenzoyl chloride), [OH-].[K+] (potassium hydroxide), O.C1(=CC=C(C=C1)S(=O)(=O)O)C (p-toluenesulfonic acid monohydrate). The reagents and catalysts are S([O-])(O)(=O)=O.C(CCC)[N+](CCCC)(CCCC)CCCC (tetra-n-butylammonium bisulfate). Run in C1=CC=CC=C1 (benzene), C1=CC=CC=C1 (benzene). Conditions: temperature 60 celsius. Product: C(C=C)C1=CC=CC=2C(C=C(OC21)C2=CC(=C(C=C2)F)F)=O (8-allyl-2-(3,4-difluorophenyl)-4H-benzopyran-4-one). The yield is 57.8%. RXN SMILES: [CH2:1]([C:4]1[C:5]([OH:13])=[C:6]([C:10](=[O:12])[CH3:11])[CH:7]=[CH:8][CH:9]=1)[CH:2]=[CH2:3].[F:14][C:15]1[CH:16]=[C:17]([CH:21]=[CH:22][C:23]=1[F:24])[C:18](Cl)=O.[OH-].[K+].O.C1(C)C=CC(S(O)(=O)=O)=CC=1>S(=O)(=O)(O)[O-].C([N+](CCCC)(CCCC)CCCC)CCC.C1C=CC=CC=1>[CH2:1]([C:4]1[C:5]2[O:13][C:18]([C:17]3[CH:21]=[CH:22][C:23]([F:24])=[C:15]([F:14])[CH:16]=3)=[CH:11][C:10](=[O:12])[C:6]=2[CH:7]=[CH:8][CH:9]=1)[CH:2]=[CH2:3] |f:2.3,4.5,6.7|. Procedure: A mixture of 1.7 g (9.4 mmol) of 3'-allyl-2'-hydroxyacetophenone, 2.0 g (11 mmol) of 3,4-difluorobenzoyl chloride, 1.6 g (4.7 mmol) of tetra-n-butylammonium bisulfate, 60 ml of 10% aqueous potassium hydroxide and 60 ml of benzene was heated at 60° C. for 4 hours, cooled and the phases separated. The organic phase was washed with three 60 ml portions of water, treated with 5.6 g (28 mmol) of p-toluenesulfonic acid monohydrate and an additional 60 ml of benzene and refluxed for 3 hours, using a De... Reactants: CC(C)C[Al+]CC(C)C, COC(=O)CCc1cnoc1-c1cccc(Cl)c1, Cl, [H-], C1CCOC1. The product is OCCCc1cnoc1-c1cccc(Cl)c1. Reaction SMILES: [CH2:20]([Al+:21][CH2:22][CH:23]([CH3:24])[CH3:25])[CH:26]([CH3:27])[CH3:28].[Cl:1][c:2]1[cH:3][c:4](-[c:8]2[c:9]([CH2:13][CH2:14][C:15](=[O:16])[O:17][CH3:18])[cH:10][n:11][o:12]2)[cH:5][cH:6][cH:7]1.[ClH:29].[H-:19].[O:30]1[CH2:31][CH2:32][CH2:33][CH2:34]1>>[Cl:1][c:2]1[cH:3][c:4](-[c:8]2[c:9]([CH2:13][CH2:14][CH2:15][OH:16])[cH:10][n:11][o:12]2)[cH:5][cH:6][cH:7]1. Solvent: CO (methanol). Yields the product C(C1=CC=CC=C1)N1CC(=CCC1)C1=CNC2=CC=CC=C12 (3-(1-benzyl-1,2,5,6-tetrahydropyridine-3-yl)-1H-indole). Run at temperature 65 celsius. Reported procedure: KOH (2.12 g, 37.8 mmole), indole (1.0 g, 8.54 mmole) and 1-benzyl-3-piperidone hydrochloride (4.82 g, 21.34 mmole) were suspended in methanol (20 ml) and heated for 8 hours at 65° C. under argon. Water (40 ml) was added dropwise at RT to the mixture over a period of 40 minutes. The methanol was distilled off and the aqueous phase was extracted with EE (3×20 ml). The organic phase was dried with Na2SO4 and concentrated by evaporation. 3-(1-benzyl-1,2,5,6-tetrahydropyridine-3-yl)-1H-indole was pur... Reaction SMILES: [OH-].[K+].[NH:3]1[C:11]2[C:6](=[CH:7][CH:8]=[CH:9][CH:10]=2)[CH:5]=[CH:4]1.Cl.[CH2:13]([N:20]1[CH2:25][CH2:24][CH2:23][C:22](=O)[CH2:21]1)[C:14]1[CH:19]=[CH:18][CH:17]=[CH:16][CH:15]=1.O>CO>[CH2:13]([N:20]1[CH2:25][CH2:24][CH:23]=[C:22]([C:5]2[C:6]3[C:11](=[CH:10][CH:9]=[CH:8][CH:7]=3)[NH:3][CH:4]=2)[CH2:21]1)[C:14]1[CH:19]=[CH:18][CH:17]=[CH:16][CH:15]=1 |f:0.1,3.4|. Starting materials: [OH-].[K+] (KOH), O (Water), N1C=CC2=CC=CC=C12 (indole), Cl.C(C1=CC=CC=C1)N1CC(CCC1)=O (1-benzyl-3-piperidone hydrochloride). The reactants are IC=1C=CC=2N(C1)N=CN2 (6-iodo-[1,2,4]triazolo[1,5-a]pyridine), C(C)(C)[Mg]Br (isopropylmagnesium bromide), O (water), CN(C)C=O (DMF). The solvent is C1CCOC1 (THF), C1CCOC1 (THF). Run at temperature 0 celsius. Yields the product N=1C=NN2C1C=CC(=C2)C=O ([1,2,4]triazolo[1,5-a]pyridine-6-carbaldehyde). Isolated yield 101.9%. RXN SMILES: I[C:2]1[CH:3]=[CH:4][C:5]2[N:6]([N:8]=[CH:9][N:10]=2)[CH:7]=1.C([Mg]Br)(C)C.CN([CH:19]=[O:20])C.O>C1COCC1>[N:10]1[CH:9]=[N:8][N:6]2[CH:7]=[C:2]([CH:19]=[O:20])[CH:3]=[CH:4][C:5]=12. Reported procedure: To a solution of 6-iodo-[1,2,4]triazolo[1,5-a]pyridine (5.0 g, 20 mmol; prepared from 2-amino-5-iodopyridine (Aldrich-Sigma, St. Louis, Mo.) according to WO 01/62756) in anhydrous THF (300 mL) at 0° C. was slowly added a solution of isopropylmagnesium bromide in THF (1 M, 31 mL, 31 mmol). The resulting milky suspension was stirred at 0° C. After an hour, DMF (6 mL, 50 mmol) was added to the suspension at 0° C. and the suspension was allowed to warm up to room temperature and stirred for 4 additi... Reactants: C(C#C)O (propargyl alcohol), C1(=CC=CC=C1)P(C1=CC=CC=C1)C1=CC=CC=C1 (triphenylphosphine), cuprous iodide, ClC=1C=CC(=C(C(=O)C2=CC=CC=C2)C1)I (5-chloro-2-iodobenzophenone). The reagents and catalysts are [Pd](Cl)Cl (palladium chloride). Run in C(C)NCC (diethylamine). Reaction conditions: time 20 minute. Yields the product OCC#CC1=C(C=C(C=C1)Cl)C(C1=CC=CC=C1)=O (3-Hydroxy-1-[4-chloro-2-benzoylphenyl]propyne). Reaction SMILES: C1(P(C2C=CC=CC=2)C2C=CC=CC=2)C=CC=CC=1.[Cl:20][C:21]1[CH:22]=[CH:23][C:24](I)=[C:25]([CH:34]=1)[C:26]([C:28]1[CH:33]=[CH:32][CH:31]=[CH:30][CH:29]=1)=[O:27].[CH2:36]([OH:39])[C:37]#[CH:38]>[Pd](Cl)Cl.C(NCC)C>[OH:39][CH2:36][C:37]#[C:38][C:24]1[CH:23]=[CH:22][C:21]([Cl:20])=[CH:34][C:25]=1[C:26](=[O:27])[C:28]1[CH:33]=[CH:32][CH:31]=[CH:30][CH:29]=1. Reported procedure: A mixture of 0.17 g (1.0 mmole) of palladium chloride, 0.5 g (2.0 mmole) of triphenylphosphine, 0.1 g (0.5 mmole) of cuprous iodide, 15 g (43 mmole) of 5-chloro-2-iodobenzophenone and 60 ml of diethylamine was stirred at room temperature for 20 min. In one portion 6.0 g (107 mmole) of propargyl alcohol was added, and the resulting mixture was stirred for 24 hr. The solvent was removed at reduced pressure and the residue was dissolved in ether. The ether solution was washed with water, dried with... Starting materials: C(C=C)C1C(C=CC1O)=O (2-allyl-3-hydroxy-4-cyclopentenone), C=1(C(=CC=CC1)S(=O)(=O)O)C (toluenesulfonic acid), C(C)(=O)OC(C)=O (acetic anhydride), resultant mixture. The product is C(C)(=O)OC1C(C(C=C1)=O)CC=C (3-acetoxy-2-allyl-4-cyclopentenone). Reaction SMILES: [CH2:1]([CH:4]1[CH:8]([OH:9])[CH:7]=[CH:6][C:5]1=[O:10])[CH:2]=[CH2:3].C1(C)C(S(O)(=O)=O)=CC=CC=1.[C:22](OC(=O)C)(=[O:24])[CH3:23]>>[C:22]([O:10][CH:5]1[CH:6]=[CH:7][C:8](=[O:9])[CH:4]1[CH2:1][CH:2]=[CH2:3])(=[O:24])[CH3:23]. Reported procedure: In a flask, dl-2-allyl-3-hydroxy-4-cyclopentenone (13.8 g), toluenesulfonic acid (0.1 g) and acetic anhydride (27.6 g) were charged, and the resultant mixture was heated at 90°-100° C. for 3 hours. The reaction mixture was treated as in Example 28 to give 16.0 g of dl-3-acetoxy-2-allyl-4-cyclopentenone. Yield, 89%. B.P., 80°-85° C./0.6-1 mmHg.